Dataset: the Open Reaction Database (ORD), a public repository of structured organic reaction records. Task: describe an organic reaction: reactants, conditions, products, and yield Starting materials: OC1C(N(CC1)CC(=O)O)=O ((R/S)-2-(3-hydroxy-2-oxo-1-pyrrolidinyl)acetic acid), C(C)(=O)Cl (acetyl chloride). Solvent: O1CCCC1 (tetrahydrofuran). Product: C(C)(=O)OC1C(N(CC1)CC(=O)O)=O ((R/S)-2-(3-acetoxy-2-oxo-1-pyrrolidinyl)acetic acid). As a reaction SMILES: [OH:1][CH:2]1[CH2:6][CH2:5][N:4]([CH2:7][C:8]([OH:10])=[O:9])[C:3]1=[O:11].[C:12](Cl)(=[O:14])[CH3:13]>O1CCCC1>[C:12]([O:1][CH:2]1[CH2:6][CH2:5][N:4]([CH2:7][C:8]([OH:10])=[O:9])[C:3]1=[O:11])(=[O:14])[CH3:13]. Procedure details: 4.0 g of (R/S)-2-(3-hydroxy-2-oxo-1-pyrrolidinyl)acetic acid, 80 ml of absolute tetrahydrofuran and 5 ml of acetyl chloride are boiled at reflux for 4 hours while stirring. Thereafter, the mixture is evaporated. The residue is filtered through silica gel (granular size 0.2-0.5 mm). The evaporation residue of the fractions which are eluted with ethyl acetate is stirred in diethyl ether. By filtration there is isolated (R/S)-2-(3-acetoxy-2-oxo-1-pyrrolidinyl)acetic acid of melting point 95°-96°.